From a dataset of the Open Reaction Database (ORD), a public repository of structured organic reaction records. describe an organic reaction: reactants, conditions, products, and yield Reactants: COC=1C=C2C(C(C(NC2=CC1)=O)C(=O)OC)CC(=O)OC (1,2,3,4-tetrahydro-6-methoxy-3-(methoxycarbonyl)-2-oxo-4-quinoline acetic acid, methyl ester), [Cl-].[Na+] (sodium chloride). Solvent: O (water), CS(=O)C (dimethyl sulfoxide), C(C)(=O)OCC (ethyl acetate), O (water). Run at temperature 155 celsius. The product is COC=1C=C2C(CC(NC2=CC1)=O)CC(=O)OC (1,2,3,4-tetrahydro-6-methoxy-2-oxo-4-quinoline acetic acid, methyl ester). As a reaction SMILES: [CH3:1][O:2][C:3]1[CH:4]=[C:5]2[C:10](=[CH:11][CH:12]=1)[NH:9][C:8](=[O:13])[CH:7](C(OC)=O)[CH:6]2[CH2:18][C:19]([O:21][CH3:22])=[O:20].[Cl-].[Na+]>O.CS(C)=O.C(OCC)(=O)C>[CH3:1][O:2][C:3]1[CH:4]=[C:5]2[C:10](=[CH:11][CH:12]=1)[NH:9][C:8](=[O:13])[CH2:7][CH:6]2[CH2:18][C:19]([O:21][CH3:22])=[O:20] |f:1.2|. Reported procedure: A mixture of 67.0 g of 1,2,3,4-tetrahydro-6-methoxy-3-(methoxycarbonyl)-2-oxo-4-quinoline acetic acid, methyl ester and 13 g of sodium chloride in 23 ml of water and 300 ml of dimethyl sulfoxide was heated at 155° C. for 6 hours, cooled, and diluted with 1.2 l of a 1:1 mixture of ethyl acetate and water. The aqueous phase was separated and extracted with ethyl acetate, and the combined organic layers were washed with water and saturated sodium chloride solution, dried over anhydrous magnesium su... Starting materials: resultant polymer, CCCCCC (hexane), C1(\C=C/C(=O)O1)=O (maleic anhydride), C=CC1=CC=CC=C1 (styrene), N(=NC(C#N)(C)C)C(C#N)(C)C (azodiisobutyronitrile). Solvent: ClC1=CC=CC=C1 (chlorobenzene). The product is C=CC1=CC=CC=C1.C1(\C=C/C(=O)O1)=O (Styrene maleic anhydride). As a reaction SMILES: [C:1]1(=[O:7])[O:6][C:4](=[O:5])[CH:3]=[CH:2]1.[CH2:8]=[CH:9][C:10]1[CH:15]=[CH:14][CH:13]=[CH:12][CH:11]=1.N(C(C)(C)C#N)=NC(C)(C)C#N.CCCCCC>ClC1C=CC=CC=1>[CH2:8]=[CH:9][C:10]1[CH:15]=[CH:14][CH:13]=[CH:12][CH:11]=1.[C:4]1(=[O:5])[O:6][C:1](=[O:7])[CH:2]=[CH:3]1 |f:5.6|. Procedure details: To a degassed solution of maleic anhydride (24.2 g, 0.247 mol) in chlorobenzene (400 ml) is added an equimolar amount of styrene (25.7 g, 0.247 mol) and with azodiisobutyronitrile initiator at 1 mol %, and the solution is stirred for about 18 hours at 60° C. The resultant polymer product slurry is poured into hexane, and the polymer is recovered by filtration. Purification is accomplished by reprecipitation of tetrahydrofuran solution of the polymer into toluene. Reactants: COc1cc(C=O)cc(OC)c1O, CO, Nc1ccccc1. The product is COc1cc(C=Nc2ccccc2)cc(OC)c1O. RXN SMILES: [CH3:1][O:2][c:3]1[cH:4][c:5]([CH:6]=[O:7])[cH:8][c:9]([O:12][CH3:13])[c:10]1[OH:11].[CH3:21][OH:22].[NH2:14][c:15]1[cH:16][cH:17][cH:18][cH:19][cH:20]1>>[CH3:1][O:2][c:3]1[cH:4][c:5]([CH:6]=[N:14][c:15]2[cH:16][cH:17][cH:18][cH:19][cH:20]2)[cH:8][c:9]([O:12][CH3:13])[c:10]1[OH:11]. Reactants: [BH4-].[Na+] (NaBH4), BrC=1C=CC(=NC1)OC (5-bromo-2-methoxypyridine), C(CCC)[Li] (n-butyllithium), COC1=CC=C(C=N1)C#N (6-methoxypyridine-3-carbonitrile). Solvent: CO (MeOH), C1CCOC1 (THF), C1CCOC1 (THF). Conditions: time 25 minute. The product is COC1=CC=C(C=N1)C(N)C=1C=NC(=CC1)OC (1,1-bis(6-methoxypyridin-3-yl)methanamine). RXN SMILES: Br[C:2]1[CH:3]=[CH:4][C:5]([O:8][CH3:9])=[N:6][CH:7]=1.C([Li])CCC.[CH3:15][O:16][C:17]1[N:22]=[CH:21][C:20]([C:23]#[N:24])=[CH:19][CH:18]=1.[BH4-].[Na+]>C1COCC1.CO>[CH3:9][O:8][C:5]1[N:6]=[CH:7][C:2]([CH:23]([C:20]2[CH:21]=[N:22][C:17]([O:16][CH3:15])=[CH:18][CH:19]=2)[NH2:24])=[CH:3][CH:4]=1 |f:3.4|. Procedure: To 5-bromo-2-methoxypyridine (1.00 g, 5.32 mmol) in THF (20 mL) at −78° C. was added n-butyllithium (3.13 mL, 7.83 mmol, 2.5 M in hexane). The reaction was aged at −78° C. for about 25 min at which point the cold bath was removed. 6-methoxypyridine-3-carbonitrile (1.00 g, 7.46 mmol) in THF (10 mL) was added and the reaction aged for about 40 min warming to rt at which point the reaction was concentrated. The residue was diluted with MeOH (20 mL) and NaBH4 (0.282 g 7.46 mmol) was added. The react... Reactants: C12(CC3CC(CC(C1)C3)C2)C(=O)Cl (1-adamantanecarbonyl chloride), NC=1C=NC2=CC=CC=C2C1 (3-aminoquinoline), N1=CC=CC=C1 (pyridine). Solvent: O (water). The product is N1=CC(=CC2=CC=CC=C12)NC(=O)C12CC3CC(CC(C1)C3)C2 (N-(3-Quinolyl)-1-adamantanecarboxamide). The yield is 28.3%. Reaction SMILES: [C:1]12([C:11](Cl)=[O:12])[CH2:10][CH:5]3[CH2:6][CH:7]([CH2:9][CH:3]([CH2:4]3)[CH2:2]1)[CH2:8]2.[NH2:14][C:15]1[CH:16]=[N:17][C:18]2[C:23]([CH:24]=1)=[CH:22][CH:21]=[CH:20][CH:19]=2.N1C=CC=CC=1>O>[N:17]1[C:18]2[C:23](=[CH:22][CH:21]=[CH:20][CH:19]=2)[CH:24]=[C:15]([NH:14][C:11]([C:1]23[CH2:10][CH:5]4[CH2:6][CH:7]([CH2:9][CH:3]([CH2:4]4)[CH2:2]2)[CH2:8]3)=[O:12])[CH:16]=1. Procedure: Prepared from 1-adamantanecarbonyl chloride (0.75 g, 3.8 mmol), 3-aminoquinoline (0.60 g, 4.2 mmol), pyridine (10 mL), and water (100 mL) yielding 0.33 g (29%) of (86): The reactants are CO, COc1cccc(OC)c1Cc1sc2ncccc2c1S(=O)(=O)N(COC(C)OC)c1onc(C)c1Cl, Cl. Product: COc1cccc(OC)c1Cc1sc2ncccc2c1S(=O)(=O)Nc1onc(C)c1Cl. Reaction SMILES: [CH3:39][OH:40].[Cl:1][c:2]1[c:3]([CH3:37])[n:4][o:5][c:6]1[N:7]([S:8](=[O:9])(=[O:10])[c:11]1[c:12]([CH2:20][c:21]2[c:22]([O:29][CH3:30])[cH:23][cH:24][cH:25][c:26]2[O:27][CH3:28])[s:13][c:14]2[n:15][cH:16][cH:17][cH:18][c:19]12)[CH2:31][O:32][CH:33]([O:34][CH3:35])[CH3:36].[ClH:38]>>[Cl:1][c:2]1[c:3]([CH3:37])[n:4][o:5][c:6]1[NH:7][S:8](=[O:9])(=[O:10])[c:11]1[c:12]([CH2:20][c:21]2[c:22]([O:29][CH3:30])[cH:23][cH:24][cH:25][c:26]2[O:27][CH3:28])[s:13][c:14]2[n:15][cH:16][cH:17][cH:18][c:19]12. Starting materials: O=C(c1ccc(I)cc1)N1CCN(c2ncc(C3CC3)cc2C2CC2)CC1, O=C1NCCO1. Yields the product O=C(c1ccc(N2CCOC2=O)cc1)N1CCN(c2ncc(C3CC3)cc2C2CC2)CC1. As a reaction SMILES: [CH:1]1([c:4]2[c:5]([N:13]3[CH2:14][CH2:15][N:16]([C:19](=[O:20])[c:21]4[cH:22][cH:23][c:24]([I:27])[cH:25][cH:26]4)[CH2:17][CH2:18]3)[n:6][cH:7][c:8]([CH:10]3[CH2:11][CH2:12]3)[cH:9]2)[CH2:2][CH2:3]1.[O:28]1[C:29](=[O:33])[NH:30][CH2:31][CH2:32]1>>[CH:1]1([c:4]2[c:5]([N:13]3[CH2:14][CH2:15][N:16]([C:19](=[O:20])[c:21]4[cH:22][cH:23][c:24]([N:30]5[C:29](=[O:33])[O:28][CH2:32][CH2:31]5)[cH:25][cH:26]4)[CH2:17][CH2:18]3)[n:6][cH:7][c:8]([CH:10]3[CH2:11][CH2:12]3)[cH:9]2)[CH2:2][CH2:3]1. The reactants are CCCCc1nc(-c2ccc(C(F)(F)F)cc2)sc1CC#N, CC(C)O, Cl, [Na+], [OH-], O. The product is CCCCc1nc(-c2ccc(C(F)(F)F)cc2)sc1CC(=O)O. Reaction SMILES: [CH2:1]([CH2:2][CH2:3][CH3:4])[c:5]1[n:6][c:7](-[c:13]2[cH:14][cH:15][c:16]([C:19]([F:20])([F:21])[F:22])[cH:17][cH:18]2)[s:8][c:9]1[CH2:10][C:11]#[N:12].[CH:27]([OH:28])([CH3:29])[CH3:30].[ClH:25].[Na+:24].[OH-:23].[OH2:26]>>[CH2:1]([CH2:2][CH2:3][CH3:4])[c:5]1[n:6][c:7](-[c:13]2[cH:14][cH:15][c:16]([C:19]([F:20])([F:21])[F:22])[cH:17][cH:18]2)[s:8][c:9]1[CH2:10][C:11](=[O:23])[OH:26]. Reactants: O=C([O-])[O-], O=[N+]([O-])c1cc(F)c(F)cc1O, CI, [K+], [K+], CN(C)C=O, O. Product: COc1cc(F)c(F)cc1[N+](=O)[O-]. RXN SMILES: [C:13](=[O:14])([O-:15])[O-:16].[F:1][c:2]1[cH:3][c:4]([N+:10](=[O:11])[O-:12])[c:5]([OH:9])[cH:6][c:7]1[F:8].[I:24][CH3:25].[K+:17].[K+:18].[O:19]=[CH:20][N:21]([CH3:22])[CH3:23].[OH2:26]>>[F:1][c:2]1[cH:3][c:4]([N+:10](=[O:11])[O-:12])[c:5]([O:9][CH3:13])[cH:6][c:7]1[F:8].